This data is from the Open Reaction Database (ORD), a public repository of structured organic reaction records. The task is: describe an organic reaction: reactants, conditions, products, and yield Reactants: COC(CN)OC (aminoacetaldehyde dimethyl-acetal), amine, C(C=C)(=O)Cl (acrylic acid chloride), [Cl-].[Na+] (sodium chloride), ice, [OH-].[Na+] (sodium hydroxide), [OH-].[Na+] (sodium hydroxide). Isolated yield 81.7%. Reaction SMILES: [OH-].[Na+].[CH3:3][O:4][CH:5]([O:8][CH3:9])[CH2:6][NH2:7].[C:10](Cl)(=[O:13])[CH:11]=[CH2:12].[Cl-].[Na+]>O.OC1CC(C)(C)[NH+]([O-])C(C)(C)C1>[CH3:3][O:4][CH:5]([O:8][CH3:9])[CH2:6][NH:7][C:10](=[O:13])[CH:11]=[CH2:12] |f:0.1,4.5|. Reported procedure: 40 g (1.0 mol) of sodium hydroxide are dissolved in 100 g of water and 200 g of ice in a 1-liter reactor having a stirrer and a cooling system. The sodium hydroxide solution is cooled to 10° C., and 105.1 g (1.0 mol) of aminoacetaldehyde dimethyl-acetal and 10 mg of the inhibitor 4-hydroxy-2,2,6,6-tetramethylpiperidin-1-oxide are added. 99.5 g (1.1 mol) of acrylic acid chloride are slowly added to that solution at 10° C. over a period of 2 hours. The pH value drops slowly and ultimately is adjus... The reagents and catalysts are OC1CC([NH+](C(C1)(C)C)[O-])(C)C (4-hydroxy-2,2,6,6-tetramethylpiperidin-1-oxide). Product: COC(CNC(C=C)=O)OC (acrylamido-acetaldehyde dimethylacetal). The solvent is O (water). Starting materials: [N+](=O)([O-])C1=C(C(=O)N2N=CN=C2)C=CC(=C1)S(=O)(=O)C (1-(2-Nitro-4-methanesulphonylbenzoyl)-1,2,4-triazole), C1(CC(CCC1)=O)=O (cyclohexan-1,3-dione), C([O-])([O-])=O.[K+].[K+] (potassium carbonate). Run in C(C)#N (acetonitrile). Conditions: time 8 hour. Product: [N+](=O)([O-])C1=C(C(=O)C2C(CCCC2=O)=O)C=CC(=C1)S(=O)(=O)C (2-(2-nitro-4-methanesulphonyl benzoyl)cyclohexan-1,3-dione). Yield: 103.4%. Reaction SMILES: [N+:1]([C:4]1[CH:16]=[C:15]([S:17]([CH3:20])(=[O:19])=[O:18])[CH:14]=[CH:13][C:5]=1[C:6](N1C=NC=N1)=[O:7])([O-:3])=[O:2].[C:21]1(=[O:28])[CH2:26][CH2:25][CH2:24][C:23](=[O:27])[CH2:22]1.C(=O)([O-])[O-].[K+].[K+]>C(#N)C>[N+:1]([C:4]1[CH:16]=[C:15]([S:17]([CH3:20])(=[O:19])=[O:18])[CH:14]=[CH:13][C:5]=1[C:6]([CH:22]1[C:23](=[O:27])[CH2:24][CH2:25][CH2:26][C:21]1=[O:28])=[O:7])([O-:3])=[O:2] |f:2.3.4|. Reported procedure: 1-(2-Nitro-4-methanesulphonylbenzoyl)-1,2,4-triazole (666 mg), cyclohexan-1,3-dione (254 mg) and potassium carbonate (419 mg, 1.8 mmol, 1.4 equiv) were suspended in acetonitrile (30 ml) and stirred overnight. The acetonitrile was removed under reduced pressure, the residue dissolved in water (100 ml) and acidified with 1 M hydrogen chloride solution to pH 1.5. The solution was extracted with dichloromethane, dried (magnesium sulfate), filtered and the solvent removed under reduced pressure to af... Reactants: C(C)OC(CCCOC1=C(C(=CC=C1)CCCCCCO)CCC(=O)OCC)=O (4-[2-(2-ethoxycarbonyl-ethyl)-3-(6-hydroxy-hexyl)-phenoxy]-butyric acid ethyl ester), C(Br)(Br)(Br)Br (carbon tetrabromide), C1(=CC=CC=C1)P(C1=CC=CC=C1)C1=CC=CC=C1 (triphenylphosphine). Run in ClCCl (dichloromethane). Reaction conditions: temperature 7.5 celsius, time 3 hour. Yields the product C(C)OC(CCCOC1=C(C(=CC=C1)CCCCCCBr)CCC(=O)OCC)=O (4-[3-(6-bromo-hexyl)-2-(2-ethoxycarbonyl-ethyl)-phenoxy]-butyric acid ethyl ester). The yield is 87.3%. RXN SMILES: [CH2:1]([O:3][C:4](=[O:29])[CH2:5][CH2:6][CH2:7][O:8][C:9]1[CH:14]=[CH:13][CH:12]=[C:11]([CH2:15][CH2:16][CH2:17][CH2:18][CH2:19][CH2:20]O)[C:10]=1[CH2:22][CH2:23][C:24]([O:26][CH2:27][CH3:28])=[O:25])[CH3:2].C(Br)(Br)(Br)[Br:31].C1(P(C2C=CC=CC=2)C2C=CC=CC=2)C=CC=CC=1>ClCCl>[CH2:1]([O:3][C:4](=[O:29])[CH2:5][CH2:6][CH2:7][O:8][C:9]1[CH:14]=[CH:13][CH:12]=[C:11]([CH2:15][CH2:16][CH2:17][CH2:18][CH2:19][CH2:20][Br:31])[C:10]=1[CH2:22][CH2:23][C:24]([O:26][CH2:27][CH3:28])=[O:25])[CH3:2]. Reported procedure: To a solution of 4-[2-(2-ethoxycarbonyl-ethyl)-3-(6-hydroxy-hexyl)-phenoxy]-butyric acid ethyl ester (0.85 mmol, 349 mg) and carbon tetrabromide (1.26 mmol, 423 mg) in dichloromethane (10 mL) was added triphenylphosphine (1.07 mmol, 281 mg) at ˜0° C. The resulting colorless solution was stirred for 3 h at 5-10° C. Then, the solvent was removed under vacuum and the crude was tried to dissolve in a mixture of ethyl acetate and hexanes (1:3, 50 mL). As a result, a cloudy solution containing some pr...